Dataset: the Open Reaction Database (ORD), a public repository of structured organic reaction records. Task: describe an organic reaction: reactants, conditions, products, and yield Starting materials: CN(C)C=O, [Cl-], O=C(OCCl)c1ccc(F)cc1, O=c1nc(-c2cc(C(F)(F)F)ccn2)[nH]o1, [H-], [NH4+], [Na+]. Product: O=C(OCn1c(-c2cc(C(F)(F)F)ccn2)noc1=O)c1ccc(F)cc1. RXN SMILES: [CH3:33][N:34]([CH3:35])[CH:36]=[O:37].[Cl-:31].[F:19][c:20]1[cH:21][cH:22][c:23]([C:24](=[O:25])[O:26][CH2:27][Cl:28])[cH:29][cH:30]1.[F:3][C:4]([c:5]1[cH:6][c:7](-[c:11]2[nH:12][o:13][c:14](=[O:16])[n:15]2)[n:8][cH:9][cH:10]1)([F:17])[F:18].[H-:1].[NH4+:32].[Na+:2]>>[F:3][C:4]([c:5]1[cH:6][c:7](-[c:11]2[n:12][o:13][c:14](=[O:16])[n:15]2[CH2:27][O:26][C:24]([c:23]2[cH:22][cH:21][c:20]([F:19])[cH:30][cH:29]2)=[O:25])[n:8][cH:9][cH:10]1)([F:17])[F:18]. Starting materials: ClC1=C(C(=O)Cl)C=C(C=C1)S(=O)(=O)Cl (2-chloro-5-(chlorosulfonyl)benzoyl chloride), C1[C@@H]2N(CCN1)CCC2 ((R)-octahydropyrrolo[1,2-a]pyrazine), C([O-])([O-])=O.[Na+].[Na+] (sodium carbonate), C([O-])([O-])=O.[Na+].[Na+] (sodium carbonate), FC(C1=CC=C(N)C=C1)(F)F (4-(trifluoromethyl)aniline). The solvent is ClCCl (dichloromethane), ClCCl (dichloromethane), CO (methanol), ClCCl (dichloromethane). Conditions: time 8 hour. Product: ClC1=C(C=C(C=C1)S(=O)(=O)NC1=CC=C(C=C1)C(F)(F)F)C(=O)N1C[C@@H]2N(CC1)CCC2 (4-chloro-3-[(8aR)-hexahydropyrrolo[1,2-a]pyrazin-2(1H)-ylcarbonyl]-N-[4-(trifluoromethyl)phenyl]benzenesulfonamide). RXN SMILES: [Cl:1][C:2]1[CH:10]=[CH:9][C:8]([S:11](Cl)(=[O:13])=[O:12])=[CH:7][C:3]=1[C:4](Cl)=[O:5].[CH2:15]1[NH:20][CH2:19][CH2:18][N:17]2[CH2:21][CH2:22][CH2:23][C@H:16]12.C(=O)([O-])[O-].[Na+].[Na+].[F:30][C:31]([F:40])([F:39])[C:32]1[CH:38]=[CH:37][C:35]([NH2:36])=[CH:34][CH:33]=1>ClCCl.CO>[Cl:1][C:2]1[CH:10]=[CH:9][C:8]([S:11]([NH:36][C:35]2[CH:37]=[CH:38][C:32]([C:31]([F:30])([F:39])[F:40])=[CH:33][CH:34]=2)(=[O:13])=[O:12])=[CH:7][C:3]=1[C:4]([N:20]1[CH2:19][CH2:18][N:17]2[CH2:21][CH2:22][CH2:23][C@@H:16]2[CH2:15]1)=[O:5] |f:2.3.4|. Procedure: To crude 2-chloro-5-(chlorosulfonyl)benzoyl chloride (2 mmol) in anhydrous dichloromethane (50 mL) was added (R)-octahydropyrrolo[1,2-a]pyrazine (0.252 g, 2 mmol) in dichloromethane (4 mL) slowly over 10 minutes at room temperature. Then sodium carbonate (0.46 g, 4.4 mmol) was added. The mixture was stirred at room temperature overnight. Then dichloromethane was removed by concentration, and 4-(trifluoromethyl)aniline (3.22 g, 20 mmol) was added. The mixture was stirred at 70° C. overnight. Then... The reactants are C(C1=CC=CC=C1)OC(=O)N(C)CC(=O)NC1(CC2=CC(=C(C=C2CC1)OC)OC)C(=O)OCC (ethyl 2-[(N-benzyloxycarbonyl-N-methylamino)acetylamino]-1,2,3,4-tetrahydro-6,7-dimethoxynaphthalene-2-carboxylate), C(C)O (ethanol). The reagents and catalysts are [Pd].[C] (Pd carbon). Run at temperature 80 celsius. Product: COC=1C=C2CCC3(NC(CC(C3=O)C)=O)CC2=CC1OC (3,4-Dihydro-6,7-dimethoxy-4'-methylspiro[naphthalene-2(1H),2'-piperidine]-3',6'-dione). RXN SMILES: C(OC(N([CH2:13][C:14]([NH:16][C:17]1([C:31](OCC)=[O:32])[CH2:26][CH2:25][C:24]2[C:19](=[CH:20][C:21]([O:29][CH3:30])=[C:22]([O:27][CH3:28])[CH:23]=2)[CH2:18]1)=[O:15])C)=O)C1C=CC=CC=1.[CH2:36](O)[CH3:37]>[Pd].[C]>[CH3:28][O:27][C:22]1[CH:23]=[C:24]2[C:19](=[CH:20][C:21]=1[O:29][CH3:30])[CH2:18][C:17]1([C:31](=[O:32])[CH:36]([CH3:37])[CH2:13][C:14](=[O:15])[NH:16]1)[CH2:26][CH2:25]2 |f:2.3|. Procedure details: A solution of ethyl 2-[(N-benzyloxycarbonyl-N-methylamino)acetylamino]-1,2,3,4-tetrahydro-6,7-dimethoxynaphthalene-2-carboxylate (550 mg, 1.1 mmol) in ethanol (20 ml) was hydrogenated in the presence of 10% Pd-carbon (250 mg) for 6 hr. The catalyst was filtered off and the filtrate was concentrated in vacuo. The residue was dissolved in 1N sodium hydroxide (2 ml) and THF (10 ml) and heated at 80° C. for 17 hr. The reaction mixture was concentrated in vacuo and the residue was dissolved in ethyl ... Reactants: C(=O)(Cl)Cl (phosgene), 15, C1(CCCCC1)NS(O)(=O)=O (cyclohexylsulfamic acid), CN(C(=O)Cl)C (dimethylcarbamic acid chloride), C(=O)(Cl)Cl (phosgene), C(=O)(Cl)Cl (phosgene). Run in ClCCCl (1,2-dichloroethane). Reaction conditions: temperature 83 celsius. Product: C1(CCCCC1)NS(=O)(=O)Cl (cyclohexylsulfamic acid chloride). Yield: 58.0%. As a reaction SMILES: CN(C)C([Cl:5])=O.C(Cl)(Cl)=O.[CH:11]1([NH:17][S:18](=[O:21])(=O)[OH:19])[CH2:16][CH2:15][CH2:14][CH2:13][CH2:12]1>ClCCCl>[CH:11]1([NH:17][S:18]([Cl:5])(=[O:21])=[O:19])[CH2:16][CH2:15][CH2:14][CH2:13][CH2:12]1. Procedure: A solution of 15 parts of dimethylcarbamic acid chloride in 310 parts of 1,2-dichloroethane is saturated with 30 parts of phosgene at 25° C and 89.5 parts of cyclohexylsulfamic acid are then added. The reaction mixture is heated to 83° C whilst continuing to introduce phosgene. In total, 330 parts of phosgene are introduced in the course of 13 hours. After removing the solvent and the dimethylcarbamic acid chloride under reduced pressure, the residue is distilled, and 57 parts (58% of theory) of... The reactants are OCN1C(CCC1)=O (1-(hydroxymethyl)pyrrolidin-2-one), C(=O)([O-])[O-].[K+].[K+] (K2CO3), S(O)(O)(=O)=O (sulfuric acid), ClC=CCl (1,2-dichloroethene). The solvent is O (Water). Run at temperature 40 celsius, time 2 hour. Product: ClC(C=O)CN1C(CCC1)=O (2-chloro-3-(2-oxopyrrolidin-1-yl)propanal). As a reaction SMILES: O[CH2:2][N:3]1[CH2:7][CH2:6][CH2:5][C:4]1=[O:8].S(=O)(=O)(O)O.[Cl:14][CH:15]=[CH:16]Cl.C([O-])([O-])=[O:19].[K+].[K+]>O>[Cl:14][CH:15]([CH2:2][N:3]1[CH2:7][CH2:6][CH2:5][C:4]1=[O:8])[CH:16]=[O:19] |f:3.4.5|. Procedure: In a 250 ml, three-necked flask fitted with a magnetic stirrer, 1-(hydroxymethyl)pyrrolidin-2-one x82 (15 g, 0.13 mol) is cooled to −10° C. Cold concentrated sulfuric acid (150 ml) is added dropwise. At this temperature, 1,2-dichloroethene (46.73 g, 0.482 mol) is added while the temperature is kept below 0° C. At the end of the addition the mixture is stirred at 40° C. for 2 h. Water is added and the pH is adjusted with K2CO3. The aqueous phase is extracted with CH2Cl2, the combined organic phas... Starting materials: ClC1=CC(=CC(=N1)OCC)C(Cl)(Cl)Cl (6-chloro-2-ethoxy-4-(trichloromethyl)pyridine), C(C)O (ethanol), [Na] (sodium), C(C)O (ethanol), [Cl-].[NH4+] (ammonium chloride), [Na] (sodium), C(C)O (ethanol). Run in O (water). Reaction conditions: time 3 day. Product: C(C)OC1=NC(=CC(=C1)C(Cl)(Cl)Cl)OCC (2,6 -Diethoxy-4-(trichloromethyl)pyridine). As a reaction SMILES: [Na].Cl[C:3]1[N:8]=[C:7]([O:9][CH2:10][CH3:11])[CH:6]=[C:5]([C:12]([Cl:15])([Cl:14])[Cl:13])[CH:4]=1.[Cl-].[NH4+].[CH2:18]([OH:20])[CH3:19]>O>[CH2:10]([O:9][C:7]1[CH:6]=[C:5]([C:12]([Cl:15])([Cl:14])[Cl:13])[CH:4]=[C:3]([O:20][CH2:18][CH3:19])[N:8]=1)[CH3:11] |f:2.3,^1:0|. Procedure: A solution was prepared by dissolving 17.24 grams (0.75 mole) of sodium metal in 400 ml of ethanol. To this solution was rapidly added a solution prepared by dissolving 137.48 grams (0.5 mole) of 6-chloro-2-ethoxy-4-(trichloromethyl)pyridine in 300 ml of ethanol at 35° C. The mixture was heated to reflux at 72° for ~42 hours and thereafter a solution of 8.62 grams of sodium metal dissolved in 200 ml of ethanol was added thereto and the mixture refluxed for about an additional 5 hours. The mixtur... Run at temperature 110 celsius, time 15 minute. Reaction SMILES: [C:1]([C@:6]1([CH2:13][C:14]2[CH:19]=[CH:18][CH:17]=[CH:16][CH:15]=2)[CH2:11][CH2:10][CH2:9][NH:8][C:7]1=O)([O:3][CH2:4][CH3:5])=[O:2]>C1(C)C=CC=CC=1>[C:1]([C@:6]1([CH2:13][C:14]2[CH:19]=[CH:18][CH:17]=[CH:16][CH:15]=2)[CH2:11][CH2:10][CH2:9][NH:8][CH2:7]1)([O:3][CH2:4][CH3:5])=[O:2]. The yield is 30.2%. Yields the product C(=O)(OCC)[C@]1(CNCCC1)CC1=CC=CC=C1 ((S)-3-Carbethoxy-3-benzyl-piperidine). Procedure details: A mixture of piperidone 3 (349 mg, 1.34 mmol) Lawesson's reagent (594 mg, 1.47 mmol) and toluene (1.5 mL) was heated to 110° C. for 2 h. The mixture was cooled to 25° C., aged for 15 min, and filtered through a cotton plug, washing with toluene (3.5 mL). The filtrate was evaporated, and the residue containing thiolactam 4 was dissolved in THF (2 mL) and EtOH (2 mL). A 50% aqueous slurry of Raney nickel (1 mL) was added. After a 5 min age another portion of the Raney nickel (1 mL) was added follo... The reactants are C(=O)(OCC)[C@]1(C(NCCC1)=O)CC1=CC=CC=C1 ((S)-3-Carbethoxy-3-benzyl-2-piperidone). The solvent is C1(=CC=CC=C1)C (toluene). The reactants are CC([O-])=S, CCOC(C)=O, CS(=O)(=O)OC1CC(=O)N(Cc2ccc(Oc3ccccc3)cc2)C1COCc1ccccc1, CCO, CCCCCC, [K+]. The product is CC(=O)SC1CC(=O)N(Cc2ccc(Oc3ccccc3)cc2)C1COCc1ccccc1. RXN SMILES: [C:35]([CH3:36])(=[S:37])[O-:38].[C:43]([O:44][CH2:45][CH3:46])(=[O:47])[CH3:48].[CH2:1]([c:2]1[cH:3][cH:4][cH:5][cH:6][cH:7]1)[O:8][CH2:9][CH:10]1[CH:11]([O:30][S:31]([CH3:32])(=[O:33])=[O:34])[CH2:12][C:13](=[O:29])[N:14]1[CH2:15][c:16]1[cH:17][cH:18][c:19]([O:22][c:23]2[cH:24][cH:25][cH:26][cH:27][cH:28]2)[cH:20][cH:21]1.[CH3:40][CH2:41][OH:42].[CH3:49][CH2:50][CH2:51][CH2:52][CH2:53][CH3:54].[K+:39]>>[CH2:1]([c:2]1[cH:3][cH:4][cH:5][cH:6][cH:7]1)[O:8][CH2:9][CH:10]1[CH:11]([S:37][C:35]([CH3:36])=[O:38])[CH2:12][C:13](=[O:29])[N:14]1[CH2:15][c:16]1[cH:17][cH:18][c:19]([O:22][c:23]2[cH:24][cH:25][cH:26][cH:27][cH:28]2)[cH:20][cH:21]1. Starting materials: FC1=CC=C(C=C1)C1=NOC(=C1COC1=NC=C(C(=O)O)C=C1)C (6-[3-(4-fluoro-phenyl)-5-methyl-isoxazol-4-ylmethoxy]-nicotinic acid), F[B-](F)(F)F.N1(N=NC2=C1C=CC=C2)OC(=[N+](C)C)N(C)C (2-(1H-benzotriazole-1-yl)-1,1,3,3-tetramethyluronium tetrafluoroborate), C(C)(C)N(C(C)C)CC (N,N-diisopropyl ethyl amine), NC1CCOCC1 (4-aminotetrahydropyran). Solvent: CN(C)C=O (DMF). Run at time 1 hour. Product: FC1=CC=C(C=C1)C1=NOC(=C1COC1=NC=C(C(=O)NC2CCOCC2)C=C1)C (6-[3-(4-Fluoro-phenyl)-5-methyl-isoxazol-4-ylmethoxy]-N-(tetrahydro-pyran-4-yl)-nicotinamide). The yield is 46.2%. As a reaction SMILES: [F:1][C:2]1[CH:7]=[CH:6][C:5]([C:8]2[C:12]([CH2:13][O:14][C:15]3[CH:23]=[CH:22][C:18]([C:19]([OH:21])=O)=[CH:17][N:16]=3)=[C:11]([CH3:24])[O:10][N:9]=2)=[CH:4][CH:3]=1.F[B-](F)(F)F.N1(OC(N(C)C)=[N+](C)C)C2C=CC=CC=2N=N1.C(N(CC)C(C)C)(C)C.[NH2:56][CH:57]1[CH2:62][CH2:61][O:60][CH2:59][CH2:58]1>CN(C=O)C>[F:1][C:2]1[CH:3]=[CH:4][C:5]([C:8]2[C:12]([CH2:13][O:14][C:15]3[CH:23]=[CH:22][C:18]([C:19]([NH:56][CH:57]4[CH2:62][CH2:61][O:60][CH2:59][CH2:58]4)=[O:21])=[CH:17][N:16]=3)=[C:11]([CH3:24])[O:10][N:9]=2)=[CH:6][CH:7]=1 |f:1.2|. Reported procedure: To a solution of 6-[3-(4-fluoro-phenyl)-5-methyl-isoxazol-4-ylmethoxy]-nicotinic acid (60 mg, 0.2 mmol) in DMF (300 μL) were added 2-(1H-benzotriazole-1-yl)-1,1,3,3-tetramethyluronium tetrafluoroborate (71 mg, 0.22 mmol), N,N-diisopropyl ethyl amine (171 μL, 1.0 mmol) and 4-aminotetrahydropyran (17.3 μL, 0.22 mmol). The resulting reaction mixture was stirred for 1 h at room temperature. Concentration and purification by chromatography (SiO2, heptane:ethyl acetate=100:0 to 1:1) afforded the title... Run at time 4 day. Reagents/catalysts: [Pd] (Pd-C). The yield is 99.1%. RXN SMILES: [ClH:1].C([NH:9][C:10]([CH3:18])([CH3:17])[CH2:11][C:12]([O:14][CH2:15][CH3:16])=[O:13])C1C=CC=CC=1>[Pd]>[ClH:1].[NH2:9][C:10]([CH3:18])([CH3:17])[CH2:11][C:12]([O:14][CH2:15][CH3:16])=[O:13] |f:0.1,3.4|. Reported procedure: A mixture of 25 g (0.1 mole) of ethyl 3-(N-benzylamino)-3-methylbutyrate hydrochloride and approximately 2 g of 10% Pd-C in 250 ml of dried USP alcohol was hydrogenated under 55 psi H2 for four days. The reaction medium was then filtered and evaporated under reduced pressure to provide 18 g (100%) of an amber oil which gradually crystallized upon standing: mp 82°-83° C.; NMR (CD3OD) δ1.2 (t, J=7, Hz, 3, --CH2CH3) 1.5 (s, 6, two --CH3), 2.8 (s, 2, --CH2 --), 4.2 (q, J=7 Hz, 2, --CH2CH3). Analysis... Reactants: Cl.C(C1=CC=CC=C1)NC(CC(=O)OCC)(C)C (ethyl 3-(N-benzylamino)-3-methylbutyrate hydrochloride), alcohol. Product: Cl.NC(CC(=O)OCC)(C)C (Ethyl 3-Amino-3-methylbutyrate Hydrochloride).